Dataset: the Open Reaction Database (ORD), a public repository of structured organic reaction records. Task: describe an organic reaction: reactants, conditions, products, and yield The reactants are ClCC=1N=CN(C1)C(C1=CC=CC=C1)(C1=CC=CC=C1)C1=CC=CC=C1 (4-chloromethyl-1-trityl-1H-imidazole), [OH-].[K+] (KOH), ClC1=C2C=CNC2=CC=C1 (4-Chloro-1H-indole), ClC1=C2C=CNC2=CC=C1 (4-Chloro-1H-indole), Intermediate A2. The solvent is CS(=O)C (DMSO), O (H2O). Conditions: time 0.5 hour. Product: ClC1=C2C=CN(C2=CC=C1)CC=1N=CN(C1)C(C1=CC=CC=C1)(C1=CC=CC=C1)C1=CC=CC=C1 (4-chloro-1-(1-trityl-1H-imidazol-4-ylmethyl)-1H-indole). As a reaction SMILES: [OH-].[K+].[Cl:3][C:4]1[CH:12]=[CH:11][CH:10]=[C:9]2[C:5]=1[CH:6]=[CH:7][NH:8]2.Cl[CH2:14][C:15]1[N:16]=[CH:17][N:18]([C:20]([C:33]2[CH:38]=[CH:37][CH:36]=[CH:35][CH:34]=2)([C:27]2[CH:32]=[CH:31][CH:30]=[CH:29][CH:28]=2)[C:21]2[CH:26]=[CH:25][CH:24]=[CH:23][CH:22]=2)[CH:19]=1>CS(C)=O.O>[Cl:3][C:4]1[CH:12]=[CH:11][CH:10]=[C:9]2[C:5]=1[CH:6]=[CH:7][N:8]2[CH2:14][C:15]1[N:16]=[CH:17][N:18]([C:20]([C:21]2[CH:26]=[CH:25][CH:24]=[CH:23][CH:22]=2)([C:27]2[CH:28]=[CH:29][CH:30]=[CH:31][CH:32]=2)[C:33]2[CH:38]=[CH:37][CH:36]=[CH:35][CH:34]=2)[CH:19]=1 |f:0.1|. Procedure: A mixture of powdered KOH (7 mmol) in DMSO (12 mL) at room temperature (rt) under N2 was stirred for 0.5 h. 4-Chloro-1H-indole (Intermediate A1) (1.67 mmol) was added and the mixture was allowed to stir for 2 h at rt. The 4-chloromethyl-1-trityl-1H-imidazole (prepared according to the procedures in: James, L. K. et al; J. Med. Chem. 1997, 20, 721. and Cordi, A. A. et al Eur. J. Med. Chem. 1990, 25, 557, incorporated herein by reference) (Intermediate A2) (1.19 mmol) was added and the mixture was... Starting materials: FC1=CC=C(C=C1)C1=C(C=C(C=C1)C(=O)OC)OCCOC (Methyl 4′-fluoro-2-(2-methoxyethoxy)-1,1′-biphenyl-4-carboxylate), [OH-].[Na+] (sodium hydroxide). The solvent is C(C)O (ethanol). The product is FC1=CC=C(C=C1)C1=C(C=C(C=C1)C(=O)O)OCCOC (4′-Fluoro-2-(2-methoxyethoxy)-1,1′-biphenyl-4-carboxylic acid). The yield is 11.7%. As a reaction SMILES: [F:1][C:2]1[CH:7]=[CH:6][C:5]([C:8]2[CH:13]=[CH:12][C:11]([C:14]([O:16]C)=[O:15])=[CH:10][C:9]=2[O:18][CH2:19][CH2:20][O:21][CH3:22])=[CH:4][CH:3]=1.[OH-].[Na+]>C(O)C>[F:1][C:2]1[CH:3]=[CH:4][C:5]([C:8]2[CH:13]=[CH:12][C:11]([C:14]([OH:16])=[O:15])=[CH:10][C:9]=2[O:18][CH2:19][CH2:20][O:21][CH3:22])=[CH:6][CH:7]=1 |f:1.2|. Procedure: Methyl 4′-fluoro-2-(2-methoxyethoxy)-1,1′-biphenyl-4-carboxylate (D76) (494 mg) was treated with aq. 2M sodium hydroxide solution (2 ml) in ethanol (3 ml) at 90° C. overnight. After cooling, the ethanol was evaporated off and the residue dissolved in EtOAc and extracted with sat. aq. sodium bicarbonate solution. This was acidified to pH3 with 2M HCl and extracted with EtOAc which was dried over MgSO4 and concentrated in vacuo to give the title compound as a solid (55 mg). MS(ES): M-H+ 289. The reactants are BrC1=CC=C(COC[C@H]2[C@H](C2)C2CCN(CC2)C2=NC=C(C=N2)CC)C=C1 (2-[4-((1R,2R)-2-{[(4-bromobenzyl)oxy]methyl}cyclopropyl)piperidin-1-yl]-5-ethyl pyrimidine), CC(C)(C)P(C1=CC=CC=C1C2=CC=CC=C2)C(C)(C)C ((2-biphenyl)di-tert-butylphosphine), CC(C)(C)[O-].[Na+] (NaOtBu), C(C1=CC=CC=C1)(C1=CC=CC=C1)=N (benzophenone imine), C(C)(=O)[O-].[Na+] (sodium acetate), Cl.NO (hydroxylamine hydrochloride). Reagents/catalysts: C=1C=CC(=CC1)/C=C/C(=O)/C=C/C2=CC=CC=C2.C=1C=CC(=CC1)/C=C/C(=O)/C=C/C2=CC=CC=C2.C=1C=CC(=CC1)/C=C/C(=O)/C=C/C2=CC=CC=C2.[Pd].[Pd] (Pd2(dba)3). Solvent: C1(=CC=CC=C1)C (toluene). Run at temperature 60 celsius, time 1 hour. The product is C(C)C=1C=NC(=NC1)N1CCC(CC1)[C@@H]1[C@@H](C1)COCC1=CC=C(N)C=C1 (4-[({(1R,2R)-2-[1-(5-ethylpyrimidin-2-yl)piperidin-4-yl]cyclopropyl}methoxy)methyl]aniline). RXN SMILES: Br[C:2]1[CH:27]=[CH:26][C:5]([CH2:6][O:7][CH2:8][C@@H:9]2[CH2:11][C@@H:10]2[CH:12]2[CH2:17][CH2:16][N:15]([C:18]3[N:23]=[CH:22][C:21]([CH2:24][CH3:25])=[CH:20][N:19]=3)[CH2:14][CH2:13]2)=[CH:4][CH:3]=1.CC(P(C(C)(C)C)C1C(C2C=CC=CC=2)=CC=CC=1)(C)C.CC([O-])(C)C.[Na+].C(=[NH:68])(C1C=CC=CC=1)C1C=CC=CC=1.C([O-])(=O)C.[Na+].Cl.NO>C1(C)C=CC=CC=1.C1C=CC(/C=C/C(/C=C/C2C=CC=CC=2)=O)=CC=1.C1C=CC(/C=C/C(/C=C/C2C=CC=CC=2)=O)=CC=1.C1C=CC(/C=C/C(/C=C/C2C=CC=CC=2)=O)=CC=1.[Pd].[Pd]>[CH2:24]([C:21]1[CH:20]=[N:19][C:18]([N:15]2[CH2:16][CH2:17][CH:12]([C@H:10]3[CH2:11][C@H:9]3[CH2:8][O:7][CH2:6][C:5]3[CH:26]=[CH:27][C:2]([NH2:68])=[CH:3][CH:4]=3)[CH2:13][CH2:14]2)=[N:23][CH:22]=1)[CH3:25] |f:2.3,5.6,7.8,10.11.12.13.14|. Reported procedure: The product of example 54 (step A) (100 mg, 0.2 mmol), Pd2(dba)3 (21 mg, 0.023 mmol), (2-biphenyl)di-tert-butylphosphine (14 mg, 0.046 mmol), NaOtBu (48 mg, 0.5 mmol), and benzophenone imine (50 mg, 0.28 mmol) were dissolved in toluene (1.5 mL), and the solution was heated under N2 at 60° C. for 6 hours. The mixture was filtered and the filtrate concentrated in vacuo. The residue was dissolved in MeOH (3 mL), and sodium acetate (38 mg, 0.46 mmol) and hydroxylamine hydrochloride (32 mg, 0.46 mmol...